This data is from the Open Reaction Database (ORD), a public repository of structured organic reaction records. The task is: describe an organic reaction: reactants, conditions, products, and yield The reactants are FC1=C(N(O)CC(F)(F)F)C=CC(=C1)[N+](=O)[O-].CC(CCO)C (2-Fluoro-4-nitro(2,2,2-trifluoroethyl)anilinol 3-methyl-1-butanol), FC1=C(C=CC(=C1)[N+](=O)[O-])N1C(OC[C@H]1C(C)C)C(F)(F)F ((4R)-3-(2-fluoro-4-nitrophenyl)-4-isopropyl-2-trifluoromethyloxazolidine), [SiH](CC)(CC)CC (Et3SiH), solution, [OH-].[Na+] (NaOH). Reagents/catalysts: Cl[Ti](Cl)(Cl)Cl (TiCl4). Run in C(Cl)(Cl)Cl (CHCl3), C(Cl)Cl (CH2Cl2), O (water). Conditions: temperature 0 celsius, time 2 hour. Product: FC1=C(N([C@@H](CO)C(C)C)CC(F)(F)F)C=CC(=C1)[N+](=O)[O-] ((2R)-2-[2-fluoro-4-nitro(2,2,2-trifluoroethyl)anilino]-3-methyl-1-butanol). The yield is 88.1%. As a reaction SMILES: FC1C=C([N+]([O-])=O)C=CC=1N(CC(F)(F)F)O.CC(C)CCO.[F:24][C:25]1[CH:30]=[C:29]([N+:31]([O-:33])=[O:32])[CH:28]=[CH:27][C:26]=1[N:34]1[C@H:38]([CH:39]([CH3:41])[CH3:40])[CH2:37][O:36][CH:35]1[C:42]([F:45])([F:44])[F:43].[SiH](CC)(CC)CC.[OH-].[Na+]>C(Cl)(Cl)Cl.C(Cl)Cl.Cl[Ti](Cl)(Cl)Cl.O>[F:24][C:25]1[CH:30]=[C:29]([N+:31]([O-:33])=[O:32])[CH:28]=[CH:27][C:26]=1[N:34]([CH2:35][C:42]([F:45])([F:44])[F:43])[C@H:38]([CH:39]([CH3:40])[CH3:41])[CH2:37][OH:36] |f:0.1,4.5|. Reported procedure: (2R)-2-[2-Fluoro-4-nitro(2,2,2-trifluoroethyl)anilinol-3-methyl-1-butanol (Structure 38 of Scheme VIII, where R4=isopropyl, Rx=CF3. To a solution of (4R)-3-(2-fluoro-4-nitrophenyl)-4-isopropyl-2-trifluoromethyloxazolidine (1.8 g, 5.6 mmol) and Et3SiH (1.88 g, 16.1 mmol) in 15 mL CHCl3 was added TiCl4 (6 mL of a 1M solution in CH2Cl2, 6 mmol) at −78° C. The solution was stirred for 2 h, then allowed to warm to 0° C. and stirred for 2 h. The mixture was poured into 150 mL water and neutralized wit... The reactants are OC1=CC=C(C(=O)OCC2=CC=CC=C2)C=C1 (benzyl p-hydroxybenzoate), C([O-])([O-])=O.[Cs+].[Cs+] (cesium carbonate), BrCC(=O)OCC (ethyl bromoacetate). The solvent is CC(=O)C (acetone). Yields the product COC(=O)COC1=CC=C(C(=O)OCC2=CC=CC=C2)C=C1 (Benzyl 4-(Methoxycarbonylmethyloxy)benzoate). As a reaction SMILES: [OH:1][C:2]1[CH:17]=[CH:16][C:5]([C:6]([O:8][CH2:9][C:10]2[CH:15]=[CH:14][CH:13]=[CH:12][CH:11]=2)=[O:7])=[CH:4][CH:3]=1.C(=O)([O-])[O-].[Cs+].[Cs+].Br[CH2:25][C:26]([O:28][CH2:29]C)=[O:27]>CC(C)=O>[CH3:29][O:28][C:26]([CH2:25][O:1][C:2]1[CH:17]=[CH:16][C:5]([C:6]([O:8][CH2:9][C:10]2[CH:15]=[CH:14][CH:13]=[CH:12][CH:11]=2)=[O:7])=[CH:4][CH:3]=1)=[O:27] |f:1.2.3|. Reported procedure: 4.5 g (0.02 mol) of benzyl p-hydroxybenzoate were suspended in about 60 ml of acetone together with 9.7 g (0.03 mol) of cesium carbonate and treated with 2.3 ml (0.025 mol) of ethyl bromoacetate. The mixture was then refluxed until reaction was complete. For working-up, the reaction solution was filtered through a clarifying layer and the filtrate was concentrated to dryness. The residue was taken up in ethyl acetate and the mixture was washed three times each with 10% strength citric acid solut... Reactants: C1(=CC=C(C=C1)S(=O)(=O)O)C (p-toluenesulfonic acid), BrC=1C(=C(C=O)C(=CC1)F)SC(C)(C)C (3-bromo-2-(tert-butylsulfanyl)-6-fluorobenzaldehyde), Cl.NO (hydroxylamine hydrochloride), C(C)(C)O (isopropanol). Solvent: C(CCC)O (n-butanol), O (water). Run at temperature 70 celsius. Product: BrC1=CC=C(C=2C=NSC21)F (7-bromo-4-fluoro-1,2-benzothiazole). Yield: 40.0%. RXN SMILES: [Br:1][C:2]1[C:3]([S:11]C(C)(C)C)=[C:4]([C:7]([F:10])=[CH:8][CH:9]=1)[CH:5]=O.Cl.[NH2:17]O.C(O)(C)C.C1(C)C=CC(S(O)(=O)=O)=CC=1>O.C(O)CCC>[Br:1][C:2]1[C:3]2[S:11][N:17]=[CH:5][C:4]=2[C:7]([F:10])=[CH:8][CH:9]=1 |f:1.2|. Procedure: A mixture of 3-bromo-2-(tert-butylsulfanyl)-6-fluorobenzaldehyde (1.20 g, 4.12 mmol) and hydroxylamine hydrochloride (1.432 g, 20.60 mmol) in isopropanol (60 mL, 800 mmol) and water (10 mL) was heated to 70° C. for 20 min. The organic solvent was removed in vacuo, and saturated aqueous sodium bicarbonate was added to bring the pH to 8.5. The material was extracted with DCM and water, and the organic layer was concentrated in vacuo. The residue was treated with p-toluenesulfonic acid (141.9 mg, 0... Reactants: CC(C)CN(C(CO)CCCCNC(=O)C(N)C(c1ccccc1)c1ccccc1)S(=O)(=O)c1ccc(N)cc1, [Na+], [OH-], O=C(O)c1cccnc1. Product: CC(C)CN(C(CO)CCCCNC(=O)C(NC(=O)c1cccnc1)C(c1ccccc1)c1ccccc1)S(=O)(=O)c1ccc(N)cc1. RXN SMILES: [NH2:1][CH:2]([C:3](=[O:4])[NH:5][CH2:6][CH2:7][CH2:8][CH2:9][CH:10]([CH2:11][OH:12])[N:13]([CH2:14][CH:15]([CH3:16])[CH3:17])[S:18](=[O:19])(=[O:20])[c:21]1[cH:22][cH:23][c:24]([NH2:27])[cH:25][cH:26]1)[CH:28]([c:29]1[cH:30][cH:31][cH:32][cH:33][cH:34]1)[c:35]1[cH:36][cH:37][cH:38][cH:39][cH:40]1.[Na+:51].[OH-:50].[OH:41][C:42](=[O:43])[c:44]1[cH:45][cH:46][cH:47][n:48][cH:49]1>>[NH:1]([CH:2]([C:3](=[O:4])[NH:5][CH2:6][CH2:7][CH2:8][CH2:9][CH:10]([CH2:11][OH:12])[N:13]([CH2:14][CH:15]([CH3:16])[CH3:17])[S:18](=[O:19])(=[O:20])[c:21]1[cH:22][cH:23][c:24]([NH2:27])[cH:25][cH:26]1)[CH:28]([c:29]1[cH:30][cH:31][cH:32][cH:33][cH:34]1)[c:35]1[cH:36][cH:37][cH:38][cH:39][cH:40]1)[C:42](=[O:41])[c:44]1[cH:45][cH:46][cH:47][n:48][cH:49]1.